From a dataset of the Open Reaction Database (ORD), a public repository of structured organic reaction records. describe an organic reaction: reactants, conditions, products, and yield Starting materials: ClC=1N=C(NC1CC)C(=O)N[C@H]1[C@@H](CN(CC1)C(=O)OC(C)(C)C)F (tert-Butyl trans(±)-4-{[(4-chloro-5-ethyl-1H-imidazol-2-yl)carbonyl]amino}-3-fluoropiperidine-1-carboxylate), C([O-])([O-])=O.[Na+].[Na+] (sodium carbonate), Cl.O1CCOCC1 (hydrochloric acid 1,4-dioxane), BrC=1SC(=C(N1)C)C(=O)OCC (ethyl 2-bromo-4-methyl-1,3-thiazole-5-carboxylate). Product: ClC=1N=C(NC1CC)C(=O)N[C@H]1[C@@H](CN(CC1)C=1SC(=C(N1)C)C(=O)OCC)F (Ethyl trans(±)-2-(4-{[(4-chloro-5-ethyl-1H-imidazol-2-yl)carbonyl]amino}-3-fluoropiperidin-1-yl)-4-methyl-1,3-thiazole-5-carboxylate). Isolated yield 81.9%. RXN SMILES: [Cl:1][C:2]1[N:3]=[C:4]([C:9]([NH:11][C@@H:12]2[CH2:17][CH2:16][N:15]([C:18](OC(C)(C)C)=O)[CH2:14][C@H:13]2[F:25])=[O:10])[NH:5][C:6]=1[CH2:7][CH3:8].Cl.O1CCOCC1.BrC1[S:35][C:36]([C:40]([O:42][CH2:43][CH3:44])=[O:41])=[C:37]([CH3:39])[N:38]=1.C(=O)([O-])[O-].[Na+].[Na+]>>[Cl:1][C:2]1[N:3]=[C:4]([C:9]([NH:11][C@@H:12]2[CH2:17][CH2:16][N:15]([C:18]3[S:35][C:36]([C:40]([O:42][CH2:43][CH3:44])=[O:41])=[C:37]([CH3:39])[N:38]=3)[CH2:14][C@H:13]2[F:25])=[O:10])[NH:5][C:6]=1[CH2:7][CH3:8] |f:1.2,4.5.6|. Procedure details: The same operation as in Example (196c) was performed using tert-butyl trans(±)-4-{[(4-chloro-5-ethyl-1H-imidazol-2-yl)carbonyl]amino}-3-fluoropiperidine-1-carboxylate obtained in Example (197b) (37.0 mg, 0.099 mmol), 4 N hydrochloric acid/1,4-dioxane (1 mL), ethyl 2-bromo-4-methyl-1,3-thiazole-5-carboxylate (29.6 mg, 0.118 mmol) and sodium carbonate (105 mg, 0.987 mmol), to obtain 36 mg of the title compound (82%) as a colorless solid. The reactants are CC1(NC2CC(CCC2C(C1)C)C)C (2,2,4,7-tetramethyl decahydroquinoline), C1CO1 (ethylene oxide), [H][H] (hydrogen), [H][H] (hydrogen). Run in C(CO)O (ethylene glycol). Yields the product OCCN1C(CC(C2CCC(CC12)C)C)(C)C (1-(2'-hydroxyethyl)-2,2,4,7-tetramethyl decahydroquinoline), desired product. RXN SMILES: [CH3:1][C:2]1([CH3:14])[CH2:11][CH:10]([CH3:12])[CH:9]2[CH:4]([CH2:5][CH:6]([CH3:13])[CH2:7][CH2:8]2)[NH:3]1.[CH2:15]1[O:17][CH2:16]1.[H][H]>C(O)CO>[OH:17][CH2:16][CH2:15][N:3]1[CH:4]2[CH:9]([CH2:8][CH2:7][CH:6]([CH3:13])[CH2:5]2)[CH:10]([CH3:12])[CH2:11][C:2]1([CH3:14])[CH3:1]. Procedure details: 1-(2'-hydroxyethyl)-2,2,4,7-tetramethyl decahydroquinoline was prepared. 75 grams of 2,2,4,7-tetramethyl decahydroquinoline in 50 milliliters of ethylene glycol was reacted with ethylene oxide added over a period of 14 hours at a reaction temperature of 200° C. The reactor mix was distilled to yield a liquid product which boiled at 102° C. at 0.1 mm of Hg and which was 98% pure as determined by vapor pressure chromatography. The infrared and NMR spectra were consistent with the desired product. ... Reported procedure: Sodium cyanoborohydride (3.78 g.) was added to a stirred solution of N-(4-hydroxyphenyl)piperazine (5.35 g.) and acetone (8.7 g.) in a mixture of methanol (100 ml) and water (20 ml.). The pH of the resulting solution was adjusted to pH 7.5 by the addition of a few drops of N hydrochloric acid and stirring was continued at room temperature (~20° C.) for a period of 19 hours. Upon completion of this step, further acetone (8.7 g.) and sodium cyanoborohydride (1.89 g.) were added to the mixture and ... The solvent is CO (methanol), O (water), O (water). Starting materials: CC(=O)C (acetone), C(#N)[BH3-].[Na+] (sodium cyanoborohydride), Cl (hydrochloric acid), C(#N)[BH3-].[Na+] (Sodium cyanoborohydride), OC1=CC=C(C=C1)N1CCNCC1 (N-(4-hydroxyphenyl)piperazine), CC(=O)C (acetone). Reaction SMILES: C([BH3-])#N.[Na+].[OH:5][C:6]1[CH:11]=[CH:10][C:9]([N:12]2[CH2:17][CH2:16][NH:15][CH2:14][CH2:13]2)=[CH:8][CH:7]=1.[CH3:18][C:19]([CH3:21])=O.Cl>CO.O>[CH:19]([N:15]1[CH2:16][CH2:17][N:12]([C:9]2[CH:8]=[CH:7][C:6]([OH:5])=[CH:11][CH:10]=2)[CH2:13][CH2:14]1)([CH3:21])[CH3:18] |f:0.1|. Product: C(C)(C)N1CCN(CC1)C1=CC=C(C=C1)O (1-isopropyl-4-(4-hydroxyphenyl)piperazine). The reactants are C(C1=CC=CC=C1)OC1=CC=C(C=2N(C(=NC21)CCCC)CC2=CC=C(C=C2)C=2C(=CC=CC2)C(=O)O)C (4-'-[(4-benzyloxy-2-n-butyl-7-methyl-benzimidazol-1-yl)-methyl]biphenyl-2-carboxylic acid), [H][H] (hydrogen). Reagents/catalysts: [OH-].[OH-].[Pd+2] (palladium hydroxide on carbon). Solvent: CO.CN(C=O)C (methanol dimethylformamide). Yields the product C(CCC)C1=NC2=C(N1CC1=CC=C(C=C1)C=1C(=CC=CC1)C(=O)O)C(=CC=C2O)C (4'-[(2-n-Butyl-4-hydroxy-7-methyl-benzimidazol-1-yl)-methyl]biphenyl-2-carboxylic acid). Reaction SMILES: C([O:8][C:9]1[C:17]2[N:16]=[C:15]([CH2:18][CH2:19][CH2:20][CH3:21])[N:14]([CH2:22][C:23]3[CH:28]=[CH:27][C:26]([C:29]4[C:30]([C:35]([OH:37])=[O:36])=[CH:31][CH:32]=[CH:33][CH:34]=4)=[CH:25][CH:24]=3)[C:13]=2[C:12]([CH3:38])=[CH:11][CH:10]=1)C1C=CC=CC=1.[H][H]>CO.CN(C)C=O.[OH-].[OH-].[Pd+2]>[CH2:18]([C:15]1[N:14]([CH2:22][C:23]2[CH:24]=[CH:25][C:26]([C:29]3[C:30]([C:35]([OH:37])=[O:36])=[CH:31][CH:32]=[CH:33][CH:34]=3)=[CH:27][CH:28]=2)[C:13]2[C:12]([CH3:38])=[CH:11][CH:10]=[C:9]([OH:8])[C:17]=2[N:16]=1)[CH2:19][CH2:20][CH3:21] |f:2.3,4.5.6|. Procedure: Prepared in analogous manner to Example 57 from 4-'-[(4-benzyloxy-2-n-butyl-7-methyl-benzimidazol-1-yl)-methyl]biphenyl-2-carboxylic acid and hydrogen in methanol/dimethylformamide in the presence of 20% palladium hydroxide on carbon. Reactants: CSc1ccc(C(=O)Nc2cccnc2C(=O)Nc2ccc(Cl)cn2)c(OC2CCN(C(=O)OC(C)(C)C)CC2)c1, O=C(O)C(F)(F)F. The product is CSc1ccc(C(=O)Nc2cccnc2C(=O)Nc2ccc(Cl)cn2)c(OC2CCNCC2)c1. RXN SMILES: [C:1]([O:2][C:3](=[O:4])[N:8]1[CH2:9][CH2:10][CH:11]([O:14][c:15]2[c:16]([C:17](=[O:18])[NH:19][c:20]3[c:21]([C:26](=[O:27])[NH:28][c:29]4[n:30][cH:31][c:32]([Cl:35])[cH:33][cH:34]4)[n:22][cH:23][cH:24][cH:25]3)[cH:36][cH:37][c:38]([S:40][CH3:41])[cH:39]2)[CH2:12][CH2:13]1)([CH3:5])([CH3:6])[CH3:7].[F:42][C:43]([F:44])([F:45])[C:46]([OH:47])=[O:48]>>[NH:8]1[CH2:9][CH2:10][CH:11]([O:14][c:15]2[c:16]([C:17](=[O:18])[NH:19][c:20]3[c:21]([C:26](=[O:27])[NH:28][c:29]4[n:30][cH:31][c:32]([Cl:35])[cH:33][cH:34]4)[n:22][cH:23][cH:24][cH:25]3)[cH:36][cH:37][c:38]([S:40][CH3:41])[cH:39]2)[CH2:12][CH2:13]1.